This data is from the Open Reaction Database (ORD), a public repository of structured organic reaction records. The task is: describe an organic reaction: reactants, conditions, products, and yield Reactants: ClC(C(=O)OC)=CO (Methyl 2-chloro-3-hydroxypropenoate), CN(C)C=O (DMF), SC=1NC2=C(N1)C=CC(=C2)C(=O)O (2-mercaptobenzoimidazole-5-carboxylic acid). Run in O (water). Reaction conditions: temperature 60 celsius, time 8 hour. Yields the product OC1C(SC2=NC3=C(N21)C=CC(=C3)C(=O)O)C(=O)OC (2-methyl hydrogen 2,3-dihydro-3-hydroxythiazolo[3,2-a]benzoimidazole-2,7-dicarboxylate). Yield: 82.1%. RXN SMILES: Cl[C:2](=[CH:7][OH:8])[C:3]([O:5][CH3:6])=[O:4].CN(C=O)C.[SH:14][C:15]1[NH:16][C:17]2[CH:23]=[C:22]([C:24]([OH:26])=[O:25])[CH:21]=[CH:20][C:18]=2[N:19]=1>O>[OH:8][CH:7]1[N:19]2[C:15](=[N:16][C:17]3[CH:23]=[C:22]([C:24]([OH:26])=[O:25])[CH:21]=[CH:20][C:18]=32)[S:14][CH:2]1[C:3]([O:5][CH3:6])=[O:4]. Procedure: Methyl 2-chloro-3-hydroxypropenoate (114 g) was added to DMF (460 ml) solution of 2-mercaptobenzoimidazole-5-carboxylic acid (135 g), and the mixture was stirred overnight at 60° C. After cooling to room temperature, water (3 L) was gradually added to the reaction solution and stirred. The thus precipitated crystals were collected by filtration to obtain crude crystals of 2-methyl hydrogen 2,3-dihydro-3-hydroxythiazolo[3,2-a]benzoimidazole-2,7-dicarboxylate (168 g). Next, the thus obtained crude... The reactants are C(=O)([O-])[O-].[Na+].[Na+] (Na2CO3), BrC1=CN=C(S1)C(C)(C)S(=O)(=O)C (5-bromo-2-[2-(methylsulfonyl)propan-2-yl]-1,3-thiazole), C(Cl)Cl (CH2Cl2), CC=1C=C(C=C(C1)B1OC(C(O1)(C)C)(C)C)NC1=NC=CC(=N1)C(F)(F)F (N-[3-methyl-5-(4,4,5,5-tetramethyl-1,3,2-dioxaborolan-2-yl)phenyl]-4-(trifluoromethyl)pyrimidin-2-amine), CC=1C=C(C=C(C1)B1OC(C(O1)(C)C)(C)C)NC1=NC=CC(=N1)C(F)(F)F (N-[3-methyl-5-(4,4,5,5-tetramethyl-1,3,2-dioxaborolan-2-yl)phenyl]-4-(trifluoromethyl)pyrimidin-2-amine). The reagents and catalysts are C1=CC=C(C=C1)P([C-]2C=CC=C2)C3=CC=CC=C3.C1=CC=C(C=C1)P([C-]2C=CC=C2)C3=CC=CC=C3.Cl[Pd]Cl.[Fe+2] (PdCl2(dppf)). Solvent: O1CCOCC1 (Dioxane), O (water). Conditions: temperature 100 celsius, time 8 hour. The product is CC=1C(=C(C=CC1)NC1=NC=CC(=N1)C(F)(F)F)C1=CN=C(S1)C(C)(C)S(=O)(=O)C (N-(3-methyl-{2-[2-(methylsulfonyl)propan-2-yl]-1,3-thiazol-5-yl}phenyl)-4-(trifluoromethyl)pyrimidin-2-amine). Yield: 76.7%. Reaction SMILES: Br[C:2]1[S:6][C:5]([C:7]([S:10]([CH3:13])(=[O:12])=[O:11])([CH3:9])[CH3:8])=[N:4][CH:3]=1.[CH3:14][C:15]1[CH:16]=[C:17]([NH:30][C:31]2[N:36]=[C:35]([C:37]([F:40])([F:39])[F:38])[CH:34]=[CH:33][N:32]=2)[CH:18]=[C:19](B2OC(C)(C)C(C)(C)O2)[CH:20]=1.C(Cl)Cl.C([O-])([O-])=O.[Na+].[Na+]>O.C1C=CC(P(C2C=CC=CC=2)[C-]2C=CC=C2)=CC=1.C1C=CC(P(C2C=CC=CC=2)[C-]2C=CC=C2)=CC=1.Cl[Pd]Cl.[Fe+2].O1CCOCC1>[CH3:14][C:15]1[C:16]([C:2]2[S:6][C:5]([C:7]([S:10]([CH3:13])(=[O:12])=[O:11])([CH3:9])[CH3:8])=[N:4][CH:3]=2)=[C:17]([NH:30][C:31]2[N:36]=[C:35]([C:37]([F:39])([F:38])[F:40])[CH:34]=[CH:33][N:32]=2)[CH:18]=[CH:19][CH:20]=1 |f:3.4.5,7.8.9.10|. Procedure: The product of Step 1 (112 mg, 0.40 mmol), N-[3-methyl-5-(4,4,5,5-tetramethyl-1,3,2-dioxaborolan-2-yl)phenyl]-4-(trifluoromethyl)pyrimidin-2-amine (INTERMEDIATE 3, 150 mg, 0.40 mmol), and PdCl2(dppf).CH2Cl2 (29 mg, 0.040 mmol) were combined in a flask, sealed, and purged with nitrogen (2×). Dioxane (2.4 mL) and 2 M Na2CO3 (0.59 mL, 1.19 mmol) were added, and the reaction was purged again with nitrogen (2×). The mixture was stirred in an oil bath at 100° C. overnight. The dark brown reaction was ...